Dataset: the Open Reaction Database (ORD), a public repository of structured organic reaction records. Task: describe an organic reaction: reactants, conditions, products, and yield Reactants: C1OC2=CC(=C(C=CC3=NC=CC=C3)C=C2O1)[N+](=O)[O-] (2-(4,5-Methylenedioxy-2-nitrostyryl)pyridine), C(C1=CC=C(C=C1)OC)(=O)Cl (anisoyl chloride). Reagents/catalysts: [Pd] (palladium on carbon). Run in C(C)(=O)OCC (ethyl acetate). Run at time 30 minute. Yields the product COC1=CC=C(C(=O)NC2=C(C=C3C(=C2)OCO3)CCC3=NC=CC=C3)C=C1 (4-methoxy-4',5'-methylenedioxy-2'-[2-(2-pyridyl)ethyl]benzanilide). RXN SMILES: [CH2:1]1[O:17][C:16]2[C:3](=[CH:4][C:5]([N+:18]([O-])=O)=[C:6]([CH:15]=2)[CH:7]=[CH:8][C:9]2[CH:14]=[CH:13][CH:12]=[CH:11][N:10]=2)[O:2]1.[C:21](Cl)(=[O:30])[C:22]1[CH:27]=[CH:26][C:25]([O:28][CH3:29])=[CH:24][CH:23]=1>[Pd].C(OCC)(=O)C>[CH3:29][O:28][C:25]1[CH:26]=[CH:27][C:22]([C:21]([NH:18][C:5]2[CH:4]=[C:3]3[O:2][CH2:1][O:17][C:16]3=[CH:15][C:6]=2[CH2:7][CH2:8][C:9]2[CH:14]=[CH:13][CH:12]=[CH:11][N:10]=2)=[O:30])=[CH:23][CH:24]=1. Procedure details: 2-(4,5-Methylenedioxy-2-nitrostyryl)pyridine (10.8 g., 0.04 mole) is hydrogenated on a Parr apparatus in 200 ml. of ehtanol with 2.0 g. of 10% palladium on carbon as catalyst. After the reduction is complete, the mixture is filtered and the solvent evaporated. The residue consisting of 2-(4,5-methylenedioxy-2-aminophenethyl)pyridine is immediately dissolved in pyridine (100 ml.) and anisoyl chloride (7.5 g., 0.044 mole) added. The solution is stirred for 30 min. A basic workup according to the p... Reactants: CCOC(=O)C(C(OCC)OCC)[N+](=O)[O-], CCO, [H][H]. Product: CCOC(=O)C(N)C(OCC)OCC. RXN SMILES: [CH2:1]([CH3:2])[O:3][CH:4]([CH:5]([C:6](=[O:7])[O:8][CH2:9][CH3:10])[N+:11]([O-:12])=[O:13])[O:14][CH2:15][CH3:16].[CH3:17][CH2:18][OH:19].[H:20][H:21]>>[CH2:1]([CH3:2])[O:3][CH:4]([CH:5]([C:6](=[O:7])[O:8][CH2:9][CH3:10])[NH2:11])[O:14][CH2:15][CH3:16]. Starting materials: N(=NC(C)(C)C=1NCCN1)C(C)(C)C=1NCCN1 (VA-061), SCCO (2-mercaptoethanol), C(C(=C)C)(=O)OCCO (2-hydroxyethyl methacrylate), CN(C(C=C)=O)C (N,N-dimethylacrylamide), C(C=C)(=O)O (acrylic acid). Solvent: C(C)(=O)OCC (ethyl acetate), CS(=O)C (dimethylsulfoxide). Run at temperature 60 celsius, time 0.5 hour. Yields the product C(C(=C)C)(=O)OCCO.CN(C(C=C)=O)C.C(C=C)(=O)O (2-hydroxyethyl methacrylate N,N-dimethylacrylamide acrylic acid). As a reaction SMILES: [C:1]([O:6][CH2:7][CH2:8][OH:9])(=[O:5])[C:2]([CH3:4])=[CH2:3].[CH3:10][N:11]([CH3:16])[C:12](=[O:15])[CH:13]=[CH2:14].[C:17]([OH:21])(=[O:20])[CH:18]=[CH2:19].N(C(C1NCCN=1)(C)C)=NC(C1NCCN=1)(C)C.SCCO>CS(C)=O.C(OCC)(=O)C>[C:1]([O:6][CH2:7][CH2:8][OH:9])(=[O:5])[C:2]([CH3:4])=[CH2:3].[CH3:10][N:11]([CH3:16])[C:12](=[O:15])[CH:13]=[CH2:14].[C:17]([OH:21])(=[O:20])[CH:18]=[CH2:19] |f:7.8.9|. Procedure details: Into a 200 mL three-necked flask, 2-hydroxyethyl methacrylate (3.25 g, 0.025 mol) as the monomer having a hydroxy group, N,N-dimethylacrylamide (4.96 g, 0.050 mol) as the monomer having an amide group, acrylic acid (1.80 g, 0.025 mol) as the acidic monomer, dimethylsulfoxide (41.0 g) as a solvent, a polymerization initiator VA-061 (Wako Pure Chemical Industries, Ltd., 0.016 g, 0.062 mmol), and 2-mercaptoethanol (2-ME, 14 μL, 0.2 mmol) were added, and the three-necked flask was equipped with a th... Starting materials: OC12CC(C1)(C2)NC(C)=O (N-(3-hydroxybicyclo[1.1.1]-pentan-1-yl)acetamide), CC(=O)OC1=CC=CC=C1C(=O)Cl (O-acetylsalicyloyl chloride). Product: C(C)(=O)OC1=C(C(=O)OC23CC(C2)(C3)NC(C)=O)C=CC=C1 (3-acetamidobicyclo[1.1.1]pentan-1-yl 2-acetoxybenzoate). RXN SMILES: [OH:1][C:2]12[CH2:6][C:4]([NH:7][C:8](=[O:10])[CH3:9])([CH2:5]1)[CH2:3]2.[CH3:11][C:12]([O:14][C:15]1[C:20]([C:21](Cl)=[O:22])=[CH:19][CH:18]=[CH:17][CH:16]=1)=[O:13]>>[C:12]([O:14][C:15]1[CH:16]=[CH:17][CH:18]=[CH:19][C:20]=1[C:21]([O:1][C:2]12[CH2:6][C:4]([NH:7][C:8](=[O:10])[CH3:9])([CH2:5]1)[CH2:3]2)=[O:22])(=[O:13])[CH3:11]. Reported procedure: The general procedure of Example 1 Step 3 is repeated starting with N-(3-hydroxybicyclo[1.1.1]pentan-1-yl)acetamide (1) and using O-acetylsalicyloyl chloride in place of the acetyl chloride to produce 3-acetamidobicyclo[1.1.1]pentan-1-yl 2-acetoxybenzoate (8). Yields the product C(C#C)NC(=O)C=1SC(=CC1)C1=NOC(=C1C)C(F)(F)F (5-(4-Methyl-5-trifluoromethyl-isoxazol-3-yl)-thiophene-2-carboxylic acid prop-2-ynylamide). RXN SMILES: [F:1][C:2]([F:18])([F:17])[C:3]1[O:7][N:6]=[C:5]([C:8]2[S:12][C:11]([C:13]([OH:15])=O)=[CH:10][CH:9]=2)[C:4]=1[CH3:16].[CH2:19]([NH2:22])[C:20]#[CH:21]>>[CH2:19]([NH:22][C:13]([C:11]1[S:12][C:8]([C:5]2[C:4]([CH3:16])=[C:3]([C:2]([F:1])([F:18])[F:17])[O:7][N:6]=2)=[CH:9][CH:10]=1)=[O:15])[C:20]#[CH:21]. Starting materials: FC(C1=C(C(=NO1)C1=CC=C(S1)C(=O)O)C)(F)F (5-(5-Trifluoromethyl-4-methyl-isoxazol-3-yl)-thiophene-2-carboxylic acid), C(C#C)N (propargylamine), solid. Reported procedure: Prepared from 5-(5-Trifluoromethyl-4-methyl-isoxazol-3-yl)-thiophene-2-carboxylic acid and propargylamine by the method described in Example 2 Method B. Pale yellow solid (122 mg, 97%). 1H NMR (DMSO-d6) 2.41 (d, J=1.3, 3H), 3.25 (t, J=2.6, 1H), 4.13 (dd, J=5.7, 2.6, 2H), 7.79 (d, J=4.0, 1H), 7.97 (d, J=4.0, 1H), 9.29 (t, J=5.7, 1H). 19F NMR −62.30. LC/MS 6.07 min, [M+1]+ 315. The reactants are CC(=O)OC1CC2CCC3C(CCC4(C)C3CC(N3CCN(C)CC3)C4OC(C)=O)C2(C)CC1N1CCC(=O)CC1, CBr. Product: [Br-], CC(=O)OC1CC2CCC3C(CCC4(C)C3CC(N3CC[N+](C)(C)CC3)C4OC(C)=O)C2(C)CC1N1CCC(=O)CC1. Reaction SMILES: [C:1]([CH3:2])(=[O:3])[O:4][CH:5]1[CH2:6][CH:7]2[CH2:8][CH2:9][CH:10]3[CH:11]4[CH2:12][CH:13]([N:35]5[CH2:36][CH2:37][N:38]([CH3:41])[CH2:39][CH2:40]5)[CH:14]([O:31][C:32]([CH3:33])=[O:34])[C:15]4([CH3:16])[CH2:17][CH2:18][CH:19]3[C:20]2([CH3:30])[CH2:21][CH:22]1[N:23]1[CH2:24][CH2:25][C:26](=[O:29])[CH2:27][CH2:28]1.[CH3:42][Br:43]>>[Br-:43].[C:1]([CH3:2])(=[O:3])[O:4][CH:5]1[CH2:6][CH:7]2[CH2:8][CH2:9][CH:10]3[CH:11]4[CH2:12][CH:13]([N:35]5[CH2:36][CH2:37][N+:38]([CH3:41])([CH3:42])[CH2:39][CH2:40]5)[CH:14]([O:31][C:32]([CH3:33])=[O:34])[C:15]4([CH3:16])[CH2:17][CH2:18][CH:19]3[C:20]2([CH3:30])[CH2:21][CH:22]1[N:23]1[CH2:24][CH2:25][C:26](=[O:29])[CH2:27][CH2:28]1. The reactants are O=C([O-])[O-], COc1cc(N)cc(OC)c1OC, CCOC(=O)Cl, [K+], [K+], C1CCOC1. The product is CCOC(=O)Nc1cc(OC)c(OC)c(OC)c1. As a reaction SMILES: [C:14](=[O:15])([O-:16])[O-:17].[CH3:1][O:2][c:3]1[cH:4][c:5]([NH2:6])[cH:7][c:8]([O:12][CH3:13])[c:9]1[O:10][CH3:11].[Cl:20][C:21](=[O:22])[O:23][CH2:24][CH3:25].[K+:18].[K+:19].[O:26]1[CH2:27][CH2:28][CH2:29][CH2:30]1>>[CH3:1][O:2][c:3]1[cH:4][c:5]([NH:6][C:21](=[O:22])[O:23][CH2:24][CH3:25])[cH:7][c:8]([O:12][CH3:13])[c:9]1[O:10][CH3:11]. RXN SMILES: Br[CH2:2][CH:3]1[CH2:17][C:6]2=[C:7]3[C:12](=[N:13][CH:14]=[C:5]2[O:4]1)[CH:11]=[CH:10][C:9]([O:15][CH3:16])=[N:8]3.C(OC([N:25]1[CH2:30][CH2:29][CH:28]([NH2:31])[CH2:27][CH2:26]1)=O)(C)(C)C.[O:32]=[C:33]1[NH:38][C:37]2[CH:39]=[C:40]([C:43](O)=[O:44])[CH:41]=[CH:42][C:36]=2[S:35][CH2:34]1>>[CH3:16][O:15][C:9]1[CH:10]=[CH:11][C:12]2[C:7]([N:8]=1)=[C:6]1[CH2:17][CH:3]([CH2:2][N:25]3[CH2:26][CH2:27][CH:28]([NH:31][C:43]([C:40]4[CH:41]=[CH:42][C:36]5[S:35][CH2:34][C:33](=[O:32])[NH:38][C:37]=5[CH:39]=4)=[O:44])[CH2:29][CH2:30]3)[O:4][C:5]1=[CH:14][N:13]=2. Yields the product COC=1C=CC2=NC=C3C(=C2N1)CC(O3)CN3CCC(CC3)NC(=O)C=3C=CC1=C(NC(CS1)=O)C3 (3-oxo-3,4-dihydro-2H-benzo[1,4]thiazine-6-carboxylic acid [1-(8-methoxy-1,2-dihydro-3-oxa-5,9-diaza-cyclopenta[a]naphthalen-2-ylmethyl)-piperidin-4-yl]-amide). Procedure details: The titled compound is prepared as a white lyophilized powder following Scheme 1 and in analogy to Example 1 using 2-bromomethyl-8-methoxy-1,2-dihydro-3-oxa-5,9-diaza-cyclopenta[a]naphthalene, 4-amino-piperidine-1-carboxylic acid tert-butyl ester and 3-oxo-3,4-dihydro-2H-benzo[1,4]thiazine-6-carboxylic acid as starting material. Starting materials: BrCC1OC=2C(=C3N=C(C=CC3=NC2)OC)C1 (2-bromomethyl-8-methoxy-1,2-dihydro-3-oxa-5,9-diaza-cyclopenta[a]naphthalene), C(C)(C)(C)OC(=O)N1CCC(CC1)N (4-amino-piperidine-1-carboxylic acid tert-butyl ester), O=C1CSC2=C(N1)C=C(C=C2)C(=O)O (3-oxo-3,4-dihydro-2H-benzo[1,4]thiazine-6-carboxylic acid). Run in O1CCOCC1 (1,4-dioxane). Starting materials: Cl (Hydrogen chloride), O\N=C(/C[C@@H](C1=C(C=CC=C1)C)C1=CC=C(C=C1)C1=CCN(CC1)C(=O)OC(C)(C)C)\C1=CC(=NC=C1)C ((R,E)-tert-butyl 4-(4-(3-(hydroxyimino)-3-(2-methylpyridin-4-yl)-1-o-tolylpropyl)-phenyl)-5,6-dihydropyridine-1(2H)-carboxylate), C(O)([O-])=O.[Na+] (sodium hydrogen-carbonate). Isolated yield 55.3%. Product: CC1=NC=CC(=C1)/C(/C[C@@H](C1=C(C=CC=C1)C)C1=CC=C(C=C1)C=1CCNCC1)=N/O ((R,E)-1-(2-Methylpyridin-4-yl)-3-(4-(1,2,3,6-tetrahydropyridin-4-yl)phenyl)-3-o-tolylpropan-1-one oxime). Procedure: Hydrogen chloride solution (4 M in 1,4-dioxane, 0.22 mL, 0.88 mmol) was added to a solution of (R,E)-tert-butyl 4-(4-(3-(hydroxyimino)-3-(2-methylpyridin-4-yl)-1-o-tolylpropyl)-phenyl)-5,6-dihydropyridine-1(2H)-carboxylate (45 mg, 87.9 μmol) in 1,4-dioxane (4 mL). The reaction mixture was heated for 17 h at 50° C., then treated with sat. aq. sodium hydrogen-carbonate solution (4 mL) and partitioned between sat. aq. ammonium chloride solution and ethyl acetate. The organic layer was washed with b... Conditions: temperature 50 celsius. As a reaction SMILES: Cl.[OH:2]/[N:3]=[C:4](/[C:33]1[CH:38]=[CH:37][N:36]=[C:35]([CH3:39])[CH:34]=1)\[CH2:5][C@H:6]([C:14]1[CH:19]=[CH:18][C:17]([C:20]2[CH2:25][CH2:24][N:23](C(OC(C)(C)C)=O)[CH2:22][CH:21]=2)=[CH:16][CH:15]=1)[C:7]1[CH:12]=[CH:11][CH:10]=[CH:9][C:8]=1[CH3:13].C(=O)([O-])O.[Na+]>O1CCOCC1>[CH3:39][C:35]1[CH:34]=[C:33](/[C:4](=[N:3]/[OH:2])/[CH2:5][C@H:6]([C:14]2[CH:19]=[CH:18][C:17]([C:20]3[CH2:25][CH2:24][NH:23][CH2:22][CH:21]=3)=[CH:16][CH:15]=2)[C:7]2[CH:12]=[CH:11][CH:10]=[CH:9][C:8]=2[CH3:13])[CH:38]=[CH:37][N:36]=1 |f:2.3|. Starting materials: BrC1=CC(=C(NC2=C(C3=C(S2)C=CC=C3)C(=O)OCC)C=C1)[N+](=O)[O-] (ethyl 2-(4-bromo-2-nitroanilino)benzo[b]thiophene-3-carboxylate), [H][H] (hydrogen). Reagents/catalysts: [C].[Pd] (palladium-carbon). Solvent: C(C)(=O)OCC (ethyl acetate). Yields the product NC1=C(NC2=C(C3=C(S2)C=CC=C3)C(=O)OCC)C=CC(=C1)Br (ethyl 2-(2-amino-4-bromoanilino)benzo[b]thiophene-3-carboxylate). As a reaction SMILES: [Br:1][C:2]1[CH:22]=[CH:21][C:5]([NH:6][C:7]2[S:11][C:10]3[CH:12]=[CH:13][CH:14]=[CH:15][C:9]=3[C:8]=2[C:16]([O:18][CH2:19][CH3:20])=[O:17])=[C:4]([N+:23]([O-])=O)[CH:3]=1.[H][H]>[C].[Pd].C(OCC)(=O)C>[NH2:23][C:4]1[CH:3]=[C:2]([Br:1])[CH:22]=[CH:21][C:5]=1[NH:6][C:7]1[S:11][C:10]2[CH:12]=[CH:13][CH:14]=[CH:15][C:9]=2[C:8]=1[C:16]([O:18][CH2:19][CH3:20])=[O:17] |f:2.3|. Procedure details: In the same manner as in Starting Material Synthesis Example 19 and using ethyl 2-(4-bromo-2-nitroanilino)benzo[b]thiophene-3-carboxylate, ethyl acetate, 10% palladium-carbon and hydrogen (60 atm kg/cm2), ethyl 2-(2-amino-4-bromoanilino)benzo[b]thiophene-3-carboxylate is obtained.